This data is from the Open Reaction Database (ORD), a public repository of structured organic reaction records. The task is: describe an organic reaction: reactants, conditions, products, and yield Conditions: time 10 minute. Procedure details: 2-Methyl-5,6,6a,7,8,9,10,12-octahydroindolo[2,3-b]quinolizine (100 mg, 0.416 mmol) was dissolved in DMF (5 mL). Copper (I) iodide (7.9 mg, 0.0416 mmol), L-proline (9.6 mg, 0.08 mmol) and K3PO4 (176 mg, 0.00832 mmol) were added and the reaction mixture was stirred for 10 min at RT. 1-(1-Bromoprop-1-en-2-yl)-4-fluorobenzene (107 mg, 0.005 mmol) was added dropwise and the reaction mixture was purged with nitrogen. The reaction mixture was heated at 85° C. overnight (prolonged heating in some cases ... The reactants are BrC=C(C)C1=CC=C(C=C1)F (1-(1-Bromoprop-1-en-2-yl)-4-fluorobenzene), CC=1C=C2C(=CC1)NC=1CC3CCCCN3CC12 (2-Methyl-5,6,6a,7,8,9,10,12-octahydroindolo[2,3-b]quinolizine), N1[C@H](C(=O)O)CCC1 (L-proline), [O-]P(=O)([O-])[O-].[K+].[K+].[K+] (K3PO4). Reagents/catalysts: [Cu]I (Copper (I) iodide). The product is FC1=CC=C(C=C1)/C(=C/N1C2=CC=C(C=C2C2=C1CC1CCCCN1C2)C)/C ((E)-5-(2-(4-fluorophenyl)prop-1-enyl)-2-methyl-5,6,6a,7,8,9,10,12-octahydroindolo[2,3-b]quinolizine). The solvent is CN(C)C=O (DMF). Reaction SMILES: [CH3:1][C:2]1[CH:3]=[C:4]2[C:18]3[CH2:17][N:16]4[CH:11]([CH2:12][CH2:13][CH2:14][CH2:15]4)[CH2:10][C:9]=3[NH:8][C:5]2=[CH:6][CH:7]=1.N1CCC[C@H]1C(O)=O.[O-]P([O-])([O-])=O.[K+].[K+].[K+].Br[CH:36]=[C:37]([C:39]1[CH:44]=[CH:43][C:42]([F:45])=[CH:41][CH:40]=1)[CH3:38]>CN(C=O)C.[Cu]I>[F:45][C:42]1[CH:43]=[CH:44][C:39](/[C:37](/[CH3:38])=[CH:36]/[N:8]2[C:9]3[CH2:10][CH:11]4[N:16]([CH2:17][C:18]=3[C:4]3[C:5]2=[CH:6][CH:7]=[C:2]([CH3:1])[CH:3]=3)[CH2:15][CH2:14][CH2:13][CH2:12]4)=[CH:40][CH:41]=1 |f:2.3.4.5|. Starting materials: C(C)(C)(C)OC(NC1=NC=CC(=C1)Cl)=O ((4-chloro-pyridin-2-yl)-carbamic acid tert-butyl ester), [H-].[Na+] (NaH), COC(CBr)=O (bromoacetic acid methyl ester). Run in CN(C)C=O (DMF). Run at time 30 minute. The product is COC(CN(C1=NC=CC(=C1)Cl)C(=O)OC(C)(C)C)=O ([tert-butoxycarbonyl-(4-chloro-pyridin-2-yl)-amino]-acetic acid methyl ester). The yield is 289.1%. RXN SMILES: [C:1]([O:5][C:6](=[O:15])[NH:7][C:8]1[CH:13]=[C:12]([Cl:14])[CH:11]=[CH:10][N:9]=1)([CH3:4])([CH3:3])[CH3:2].[H-].[Na+].[CH3:18][O:19][C:20](=[O:23])[CH2:21]Br>CN(C=O)C>[CH3:18][O:19][C:20](=[O:23])[CH2:21][N:7]([C:6]([O:5][C:1]([CH3:4])([CH3:2])[CH3:3])=[O:15])[C:8]1[CH:13]=[C:12]([Cl:14])[CH:11]=[CH:10][N:9]=1 |f:1.2|. Procedure: To a DMF suspension (1 ml) of (4-chloro-pyridin-2-yl)-carbamic acid tert-butyl ester (100 mg, 0.437 mmol), NaH (60% mineral oil dispersion, 68 mg) was added with ice cooling, followed by stirring at room temperature for 30 minutes. To the reaction mixture, bromoacetic acid methyl ester (0.19 ml, 2.06 mmol) was added, followed by stirring at room temperature for 1 hour. The reaction mixture was quenched with saturated aqueous ammonium chloride solution, followed by extraction with ethyl acetate (... The reactants are C(C)C=1N(C(C(=C(N1)CCC)CC1=CC=C(C=C1)C=1C(=CC=CC1)C#N)=O)C1=CC=C(C=C1)O (4′-{[2-ethyl-1-(4-hydroxyphenyl)-6-oxo-4-propyl-1,6-dihydropyrimidin-5-yl]methyl}biphenyl-2-carbonitrile), [Si](C)(C)(C(C)(C)C)OC(C)(C)[C@H]1CC[C@H](CC1)O (cis-4-(1-{[tert-butyl(dimethyl)silyl]oxy}-1-methylethyl)cyclohexanol), C1(=CC=CC=C1)P(C1=CC=CC=C1)C1=CC=CC=C1 (triphenylphosphine), N(=NC(=O)OC(C)C)C(=O)OC(C)C (diisopropyl azodicarboxylate). The solvent is O (water), C(C)(=O)OCC (Ethyl acetate), O1CCCC1 (tetrahydrofuran). Reaction conditions: time 1 hour. Product: [Si](C)(C)(C(C)(C)C)OC(C)(C)[C@@H]1CC[C@H](CC1)OC1=CC=C(C=C1)N1C(=NC(=C(C1=O)CC1=CC=C(C=C1)C=1C(=CC=CC1)C#N)CCC)CC (4′-{[1-(4-{[trans-4-(1-{[tert-butyl(dimethyl)silyl]oxy}-1-methylethyl)cyclohexyl]oxy}phenyl)-2-ethyl-6-oxo-4-propyl-1,6-dihydropyrimidin-5-yl]methyl}biphenyl-2-carbonitrile). Isolated yield 53.9%. As a reaction SMILES: [CH2:1]([C:3]1[N:4]([C:28]2[CH:33]=[CH:32][C:31]([OH:34])=[CH:30][CH:29]=2)[C:5](=[O:27])[C:6]([CH2:12][C:13]2[CH:18]=[CH:17][C:16]([C:19]3[C:20]([C:25]#[N:26])=[CH:21][CH:22]=[CH:23][CH:24]=3)=[CH:15][CH:14]=2)=[C:7]([CH2:9][CH2:10][CH3:11])[N:8]=1)[CH3:2].[Si:35]([O:42][C:43]([C@@H:46]1[CH2:51][CH2:50][C@H:49](O)[CH2:48][CH2:47]1)([CH3:45])[CH3:44])([C:38]([CH3:41])([CH3:40])[CH3:39])([CH3:37])[CH3:36].C1(P(C2C=CC=CC=2)C2C=CC=CC=2)C=CC=CC=1.N(C(OC(C)C)=O)=NC(OC(C)C)=O>O1CCCC1.O.C(OCC)(=O)C>[Si:35]([O:42][C:43]([C@H:46]1[CH2:47][CH2:48][C@H:49]([O:34][C:31]2[CH:32]=[CH:33][C:28]([N:4]3[C:5](=[O:27])[C:6]([CH2:12][C:13]4[CH:18]=[CH:17][C:16]([C:19]5[C:20]([C:25]#[N:26])=[CH:21][CH:22]=[CH:23][CH:24]=5)=[CH:15][CH:14]=4)=[C:7]([CH2:9][CH2:10][CH3:11])[N:8]=[C:3]3[CH2:1][CH3:2])=[CH:29][CH:30]=2)[CH2:50][CH2:51]1)([CH3:45])[CH3:44])([C:38]([CH3:39])([CH3:40])[CH3:41])([CH3:37])[CH3:36]. Procedure: To a solution of 4′-{[2-ethyl-1-(4-hydroxyphenyl)-6-oxo-4-propyl-1,6-dihydropyrimidin-5-yl]methyl}biphenyl-2-carbonitrile (0.58 g), cis-4-(1-{[tert-butyl(dimethyl)silyl]oxy}-1-methylethyl)cyclohexanol (1.05 g) and triphenylphosphine (1.01 g) in tetrahydrofuran (10 mL) was added diisopropyl azodicarboxylate (2.0 mL, 1.9 M toluene solution), and the mixture was stirred for 1 hr. Ethyl acetate and water were added to the reaction mixture, and the mixture was extracted with ethyl acetate. The organi... Starting materials: COC(=O)c1ccc(NC(=O)C(CC2CCCC2)c2cccc(Cl)c2)nc1, CO, [Na+], C1CCOC1, [OH-], O. Product: O=C(O)c1ccc(NC(=O)C(CC2CCCC2)c2cccc(Cl)c2)nc1. Reaction SMILES: [CH3:1][O:2][C:3]([c:4]1[cH:5][n:6][c:7]([NH:10][C:11]([CH:12]([CH2:13][CH:14]2[CH2:15][CH2:16][CH2:17][CH2:18]2)[c:19]2[cH:20][c:21]([Cl:25])[cH:22][cH:23][cH:24]2)=[O:26])[cH:8][cH:9]1)=[O:27].[CH3:30][OH:31].[Na+:29].[O:33]1[CH2:34][CH2:35][CH2:36][CH2:37]1.[OH-:28].[OH2:32]>>[O:2]=[C:3]([c:4]1[cH:5][n:6][c:7]([NH:10][C:11]([CH:12]([CH2:13][CH:14]2[CH2:15][CH2:16][CH2:17][CH2:18]2)[c:19]2[cH:20][c:21]([Cl:25])[cH:22][cH:23][cH:24]2)=[O:26])[cH:8][cH:9]1)[OH:27]. Starting materials: C=CCNc1ccc(CC(=O)O)cc1, CN(C)P(=O)(N(C)C)N(C)C, CI, CCO, [H-], [Na+]. Product: C=CCNc1ccc(CC(=O)OC)cc1. As a reaction SMILES: [CH2:1]([CH:2]=[CH2:3])[NH:4][c:5]1[cH:6][cH:7][c:8]([CH2:11][C:12](=[O:13])[OH:14])[cH:9][cH:10]1.[CH3:15][N:16]([P:17]([N:18]([CH3:19])[CH3:20])([N:21]([CH3:22])[CH3:23])=[O:24])[CH3:25].[CH3:28][I:29].[CH3:30][CH2:31][OH:32].[H-:26].[Na+:27]>>[CH2:1]([CH:2]=[CH2:3])[NH:4][c:5]1[cH:6][cH:7][c:8]([CH2:11][C:12](=[O:13])[O:14][CH3:15])[cH:9][cH:10]1. RXN SMILES: [N+:1]([C:4]1[CH:9]=[CH:8][C:7](N[C@H](C(O)=O)C)=[CH:6][CH:5]=1)([O-:3])=[O:2].[OH-:16].[Na+].Cl[C:19]([O:21][CH2:22][C:23]1[CH:28]=[CH:27][CH:26]=[CH:25][CH:24]=1)=[O:20].Cl.[OH2:30]>C1(C)C=CC=CC=1>[CH2:22]([O:21][C:19]([NH:1][CH:4]([CH2:9][C:7]1[CH:6]=[CH:5][C:4]([N+:1]([O-:3])=[O:2])=[CH:9][CH:8]=1)[C:5]([OH:30])=[O:16])=[O:20])[C:23]1[CH:28]=[CH:27][CH:26]=[CH:25][CH:24]=1 |f:1.2|. Yields the product C(C1=CC=CC=C1)OC(=O)NC(C(=O)O)CC1=CC=C(C=C1)[N+](=O)[O-] (2-Benzyloxycarbonylamino-3-(4-nitro-phenyl)-propionic acid). The reactants are ClC(=O)OCC1=CC=CC=C1 (benzyl chloroformate), Cl (HCl), [N+](=O)([O-])C1=CC=C(C=C1)N[C@@H](C)C(=O)O (4-nitro phenyl alanine), [OH-].[Na+] (sodium hydroxide), O (water). Run in C1(=CC=CC=C1)C (toluene). Reported procedure: To a mixture of 4-nitro phenyl alanine (500 g), sodium hydroxide (162 g) and water (5000 ml) maintained at 0 to 5° C., was added drop wise 50% benzyl chloroformate in toluene (977 g). The reaction mixture was allowed to slowly come to room temperature and further stirred overnight. The reaction mixture was cooled to 10° C. and the pH was adjusted to 2 with dilute HCl. The residue precipitated was filtered and dried to yield pure 2-Benzyloxycarbonylamino-3-(4-nitro-phenyl)-propionic acid (600 g) ... Reaction conditions: temperature 2.5 celsius, time 8 hour. Run at temperature 100 celsius. Solvent: CN(C=O)C (N,N-dimethyl formamide). Starting materials: P(=O)(Cl)(Cl)Cl (Phosphoryl chloride), ClC=1C=C(N(C)C)C=C(C1)Cl (3,5-dichloro-N,N-dimethylaniline), C(C)(=O)[O-].[Na+] (sodium acetate). The product is ClC1=C(C=O)C(=CC(=C1)N(C)C)Cl (2,6-dichloro-4-dimethylaminobenzaldehyde). As a reaction SMILES: P(Cl)(Cl)(Cl)=O.[Cl:6][C:7]1[CH:8]=[C:9]([CH:13]=[C:14]([Cl:16])[CH:15]=1)[N:10]([CH3:12])[CH3:11].[C:17]([O-])(=[O:19])C.[Na+]>CN(C)C=O>[Cl:6][C:7]1[CH:8]=[C:9]([N:10]([CH3:12])[CH3:11])[CH:13]=[C:14]([Cl:16])[C:15]=1[CH:17]=[O:19] |f:2.3|. Procedure details: Phosphoryl chloride (0.56 cm3, 6.1 mmol) was added dropwise to cooled N,N-dimethyl formamide (4 cm3) under nitrogen. 3,5-dichloro-N,N-dimethylaniline (1.16 g, 6.1 mmol) was then added to the solution which was then heated under nitrogen at 100° C. for 3 h. The solution was cooled, poured onto ice (6 g) and the mixture adjusted to pH 6 by addition of a saturated solution of sodium acetate. The suspended solid was collected and recrystallised from ethyl acetate-petroleum spirit 60°-80° C. mixture ...